Dataset: the Open Reaction Database (ORD), a public repository of structured organic reaction records. Task: describe an organic reaction: reactants, conditions, products, and yield The reactants are C1CCOC1, CCOC(C)=O, OB(O)c1cc(F)ncc1Cl, O=S(=O)(Oc1nc(F)ccc1F)C(F)(F)F, [Na+], [Na+], O=C([O-])[O-], O. Yields the product Fc1cc(-c2nc(F)ccc2F)c(Cl)cn1. Reaction SMILES: [CH2:34]1[O:35][CH2:36][CH2:37][CH2:38]1.[CH3:39][CH2:40][O:41][C:42]([CH3:43])=[O:44].[Cl:17][c:18]1[c:19]([B:25]([OH:26])[OH:27])[cH:20][c:21]([F:24])[n:22][cH:23]1.[F:1][C:2]([F:3])([F:4])[S:5]([O:6][c:7]1[n:8][c:9]([F:14])[cH:10][cH:11][c:12]1[F:13])(=[O:15])=[O:16].[Na+:28].[Na+:29].[O-:30][C:31](=[O:32])[O-:33].[OH2:45]>>[c:7]1(-[c:19]2[c:18]([Cl:17])[cH:23][n:22][c:21]([F:24])[cH:20]2)[n:8][c:9]([F:14])[cH:10][cH:11][c:12]1[F:13]. Starting materials: C1=CC=CC=2C(C3=CC=CC=C3C(C12)=O)=O (anthraquinone), [N+](=O)(O)[O-] (nitric acid), O (water). Yields the product [N+](=O)([O-])C1=CC=CC=2C(C3=CC=CC=C3C(C12)=O)=O (1-nitroanthraquinone). The yield is 99.2%. Reaction SMILES: [CH:1]1[C:14]2[C:13](=[O:15])[C:12]3[C:7](=[CH:8][CH:9]=[CH:10][CH:11]=3)[C:6](=[O:16])[C:5]=2[CH:4]=[CH:3][CH:2]=1.O.[N+:18]([O-])([OH:20])=[O:19]>>[N+:18]([C:8]1[C:7]2[C:6](=[O:16])[C:5]3[C:14](=[CH:1][CH:2]=[CH:3][CH:4]=3)[C:13](=[O:15])[C:12]=2[CH:11]=[CH:10][CH:9]=1)([O-:20])=[O:19]. Reported procedure: 208 g of anthraquinone in 969 g of 97.5% nitric acid (mole ratio 15:1) are heated to 35° for 2 hours with stirring. The reaction is stopped by the addition of 103 ml of water. After removal of 265 g of 99% nitric acid by distillation (crystallisation acid 81%, γHNO3 = 0.520), the precipitated product is freed from nitric acid and dried and distilled at 30 Torr with head temperatures of 250° to 300°, together with about 800 g of silicone oil. The yield of 99.2% 1-nitroanthraquinone is 153 g (60% ...